This data is from the Open Reaction Database (ORD), a public repository of structured organic reaction records. The task is: describe an organic reaction: reactants, conditions, products, and yield RXN SMILES: [CH3:37][OH:38].[CH3:42][CH2:43][O:44][CH2:45][CH3:46].[Cl:33][CH:34]([Cl:35])[Cl:36].[Cl:39][CH2:40][Cl:41].[NH2:1][CH2:2][CH2:3][CH2:4][NH:5][n:6]1[c:7]([CH2:20][O:21][CH2:22][CH3:23])[n:8][c:9]2[c:10]([NH2:19])[n:11][c:12]3[cH:13][cH:14][cH:15][cH:16][c:17]3[c:18]12.[O:24]=[C:25]=[N:26][c:27]1[cH:28][cH:29][cH:30][cH:31][cH:32]1>>[NH:1]([CH2:2][CH2:3][CH2:4][NH:5][n:6]1[c:7]([CH2:20][O:21][CH2:22][CH3:23])[n:8][c:9]2[c:10]([NH2:19])[n:11][c:12]3[cH:13][cH:14][cH:15][cH:16][c:17]3[c:18]12)[C:25](=[O:24])[NH:26][c:27]1[cH:28][cH:29][cH:30][cH:31][cH:32]1. Reactants: CO, CCOCC, ClC(Cl)Cl, ClCCl, CCOCc1nc2c(N)nc3ccccc3c2n1NCCCN, O=C=Nc1ccccc1. Yields the product CCOCc1nc2c(N)nc3ccccc3c2n1NCCCNC(=O)Nc1ccccc1. As a reaction SMILES: [C-:15]#[N:16].[CH3:23][CH2:24][O:25][CH2:26][CH3:27].[Na+:17].[Na+:22].[O-:18][C:19]([OH:20])=[O:21].[O:1]=[C:2]1[CH2:3][CH2:4][N:5]([C:8](=[O:9])[O:10][C:11]([CH3:12])([CH3:13])[CH3:14])[CH2:6][CH2:7]1.[OH2:28]>>[OH:1][C:2]1([C:15]#[N:16])[CH2:3][CH2:4][N:5]([C:8](=[O:9])[O:10][C:11]([CH3:12])([CH3:13])[CH3:14])[CH2:6][CH2:7]1. Starting materials: [C-]#N, CCOCC, [Na+], [Na+], O=C([O-])O, CC(C)(C)OC(=O)N1CCC(=O)CC1, O. Product: CC(C)(C)OC(=O)N1CCC(O)(C#N)CC1. Reactants: ClC=1N(N=C2CCCCC12)C1=C(C=C(C=C1)O)F (3-chloro-2-(2-fluoro-4-hydroxyphenyl)-4,5,6,7-tetrahydroindazole), ClCC1=C(OC(C(=O)OC)C)C=C(C=C1)Cl (methyl 2-(2-chloromethyl-5-chlorophenoxy)propionate), C([O-])([O-])=O.[K+].[K+] (potassium carbonate). The solvent is CN(C=O)C (N,N-dimethylformamide). Yields the product ClC=1N(N=C2CCCCC12)C1=C(C=C(OCC2=C(OC(C(=O)OC)C)C=C(C=C2)Cl)C=C1)F (methyl 2-[2-[4-(3-chloro-4,5,6,7-tetrahydroindazol-2-yl)-3-fluorophenoxymethyl]-5-chlorophenoxy]propionate). Yield: 81.1%. As a reaction SMILES: [Cl:1][C:2]1[N:3]([C:11]2[CH:16]=[CH:15][C:14]([OH:17])=[CH:13][C:12]=2[F:18])[N:4]=[C:5]2[C:10]=1[CH2:9][CH2:8][CH2:7][CH2:6]2.Cl[CH2:20][C:21]1[CH:33]=[CH:32][C:31]([Cl:34])=[CH:30][C:22]=1[O:23][CH:24]([CH3:29])[C:25]([O:27][CH3:28])=[O:26].C(=O)([O-])[O-].[K+].[K+]>CN(C)C=O>[Cl:1][C:2]1[N:3]([C:11]2[CH:16]=[CH:15][C:14]([O:17][CH2:20][C:21]3[CH:33]=[CH:32][C:31]([Cl:34])=[CH:30][C:22]=3[O:23][CH:24]([CH3:29])[C:25]([O:27][CH3:28])=[O:26])=[CH:13][C:12]=2[F:18])[N:4]=[C:5]2[C:10]=1[CH2:9][CH2:8][CH2:7][CH2:6]2 |f:2.3.4|. Procedure details: By the method of Example 1, Step K, 0.49 g (0.0016 mole) of 3-chloro-2-(2-fluoro-4-hydroxyphenyl)-4,5,6,7-tetrahydroindazole and 0.52 g (0.002 mole) of methyl 2-(2-chloromethyl-5-chlorophenoxy)propionate (Example 2, Step F) were reacted in the presence of 0.41 g (0.003 mole) of anhydrous potassium carbonate in 30 mL of N,N-dimethylformamide, yielding 0.64 g of methyl 2-[2-[4-(3-chloro-4,5,6,7-tetrahydroindazol-2-yl)-3-fluorophenoxymethyl]-5-chlorophenoxy]propionate as a syrup. The NMR and IR spe... Starting materials: precipitate, CNC1=CC(=CC=C1)[N+](=O)[O-] (N-methyl-3-nitroaniline). Reagents/catalysts: catalyst, [Pd] (Pd). Run in C(C)O (ethanol). Conditions: temperature 70 celsius. Product: CNC1=CC(=CC=C1)N (N-methyl m-phenylenediamine). Isolated yield 96.0%. As a reaction SMILES: [CH3:1][NH:2][C:3]1[CH:8]=[CH:7][CH:6]=[C:5]([N+:9]([O-])=O)[CH:4]=1>C(O)C.[Pd]>[CH3:1][NH:2][C:3]1[CH:8]=[CH:7][CH:6]=[C:5]([NH2:9])[CH:4]=1. Reported procedure: 8 g of the precipitate was dissolved in 20 mL of 95% ethanol, 1 g of a catalyst having 5 wt. % Pd on a carbon support was added, and hydrogenation of the N-methyl-3-nitroaniline was carried out at 50 psig (337 kPa gage) for about 10 minutes, during which time the temperature increased to about 70° C. The hydrogenated mixture was cooled to room temperature, filtered to recover the solids, which were then washed with methanol and the liquid filtrates combined. Finally, the liquids were concentrate... The reactants are O=C(c1ncc[nH]1)c1ncc[nH]1, C1CCOC1, NCc1cc(Br)ccc1O. Product: O=C1NCc2cc(Br)ccc2O1. RXN SMILES: [C:11](=[O:12])([c:13]1[nH:14][cH:15][cH:16][n:17]1)[c:18]1[nH:19][cH:20][cH:21][n:22]1.[CH2:23]1[O:24][CH2:25][CH2:26][CH2:27]1.[NH2:1][CH2:2][c:3]1[c:4]([OH:10])[cH:5][cH:6][c:7]([Br:9])[cH:8]1>>[NH:1]1[CH2:2][c:3]2[c:4]([cH:5][cH:6][c:7]([Br:9])[cH:8]2)[O:10][C:11]1=[O:12]. Reactants: CCCI, CCOC(=O)c1cnc(Nc2ccc3c(c2)C(C)(C)CCC3(C)C)nc1, [H-], [Na+], CN(C)C=O, O. Product: CCCN(c1ccc2c(c1)C(C)(C)CCC2(C)C)c1ncc(C(=O)OCC)cn1. As a reaction SMILES: [CH2:29]([CH2:30][CH3:31])[I:32].[CH3:1][C:2]1([CH3:26])[c:3]2[cH:4][cH:5][c:6]([NH:14][c:15]3[n:16][cH:17][c:18]([C:21](=[O:22])[O:23][CH2:24][CH3:25])[cH:19][n:20]3)[cH:7][c:8]2[C:9]([CH3:12])([CH3:13])[CH2:10][CH2:11]1.[H-:28].[Na+:27].[O:34]=[CH:35][N:36]([CH3:37])[CH3:38].[OH2:33]>>[CH3:1][C:2]1([CH3:26])[c:3]2[cH:4][cH:5][c:6]([N:14]([c:15]3[n:16][cH:17][c:18]([C:21](=[O:22])[O:23][CH2:24][CH3:25])[cH:19][n:20]3)[CH2:29][CH2:30][CH3:31])[cH:7][c:8]2[C:9]([CH3:12])([CH3:13])[CH2:10][CH2:11]1.